Dataset: the Open Reaction Database (ORD), a public repository of structured organic reaction records. Task: describe an organic reaction: reactants, conditions, products, and yield Reactants: C([O-])([O-])=O.[K+].[K+] (potassium carbonate), Cl.FC1=CC=C(C=C1)C=1CCNCC1 (4-(4-fluoro-phenyl)-1,2,3,6-tetrahydro-pyridine hydrochloride), C(C1=CC=CC=C1)Br (benzyl bromide). Run in C(C)O (ethanol), C(C)O (ethanol). Reaction conditions: time 1 hour. Yields the product C(C1=CC=CC=C1)N1CCC(=CC1)C1=CC=C(C=C1)F (1-benzyl-4-(4-fluoro-phenyl)-1,2,3,6-tetrahydro-pyridine). Isolated yield 71.1%. As a reaction SMILES: C(=O)([O-])[O-].[K+].[K+].Cl.[F:8][C:9]1[CH:14]=[CH:13][C:12]([C:15]2[CH2:16][CH2:17][NH:18][CH2:19][CH:20]=2)=[CH:11][CH:10]=1.[CH2:21](Br)[C:22]1[CH:27]=[CH:26][CH:25]=[CH:24][CH:23]=1>C(O)C>[CH2:21]([N:18]1[CH2:17][CH:16]=[C:15]([C:12]2[CH:13]=[CH:14][C:9]([F:8])=[CH:10][CH:11]=2)[CH2:20][CH2:19]1)[C:22]1[CH:27]=[CH:26][CH:25]=[CH:24][CH:23]=1 |f:0.1.2,3.4|. Procedure details: 13.8 g (100 mmol) of potassium carbonate were added to a solution of 10.0 g (46.8 mmol) of 4-(4-fluoro-phenyl)-1,2,3,6-tetrahydro-pyridine hydrochloride in 400 ml of ethanol and the reaction mixture was subsequently heated to reflux temperature. A solution of 5.8 ml (49 mmol) of benzyl bromide in 100 ml of ethanol was added dropwise within one hour and thereafter the mixture was stirred at this temperature for a further 1 hour. The reaction mixture was cooled to room temperature and filtered, th...